This data is from the Open Reaction Database (ORD), a public repository of structured organic reaction records. The task is: describe an organic reaction: reactants, conditions, products, and yield Reactants: Nc1ccc(OCCN2CCOCC2)c(Br)c1, O=C(O)C#Cc1ccc(C(F)(F)F)cc1Cl. Yields the product O=C(C#Cc1ccc(C(F)(F)F)cc1Cl)Nc1ccc(OCCN2CCOCC2)c(Br)c1. RXN SMILES: [Br:1][c:2]1[cH:3][c:4]([NH2:17])[cH:5][cH:6][c:7]1[O:8][CH2:9][CH2:10][N:11]1[CH2:12][CH2:13][O:14][CH2:15][CH2:16]1.[Cl:18][c:19]1[c:20]([C:29]#[C:30][C:31](=[O:32])[OH:33])[cH:21][cH:22][c:23]([C:25]([F:26])([F:27])[F:28])[cH:24]1>>[Br:1][c:2]1[cH:3][c:4]([NH:17][C:31]([C:30]#[C:29][c:20]2[c:19]([Cl:18])[cH:24][c:23]([C:25]([F:26])([F:27])[F:28])[cH:22][cH:21]2)=[O:32])[cH:5][cH:6][c:7]1[O:8][CH2:9][CH2:10][N:11]1[CH2:12][CH2:13][O:14][CH2:15][CH2:16]1. Starting materials: BrC=1C=NC2=C(C=C(C=C2C1)[N+](=O)[O-])I (3-bromo-8-iodo-6-nitro-quinoline), Cl (hydrochloric acid). The reagents and catalysts are [Fe] (iron). Product: BrC=1C=NC2=C(C=C(C=C2C1)N)I (3-bromo-8-iodo-quinolin-6-ylamine). RXN SMILES: [Br:1][C:2]1[CH:3]=[N:4][C:5]2[C:10]([CH:11]=1)=[CH:9][C:8]([N+:12]([O-])=O)=[CH:7][C:6]=2[I:15].Cl>[Fe]>[Br:1][C:2]1[CH:3]=[N:4][C:5]2[C:10]([CH:11]=1)=[CH:9][C:8]([NH2:12])=[CH:7][C:6]=2[I:15]. Procedure: In a similar procedure to Stage 1, Step 1 of Example 6, 3-bromo-8-iodo-6-nitro-quinoline was treated with concentrated hydrochloric acid and iron powder to give 3-bromo-8-iodo-quinolin-6-ylamine as a beige powder ((M+1)+ 351).